Dataset: the Open Reaction Database (ORD), a public repository of structured organic reaction records. Task: describe an organic reaction: reactants, conditions, products, and yield Starting materials: N1(CCNCC1)C1=NSC2=C1C=CC=C2 (3-(1-piperazinyl)-1,2-benzisothiazole), BrCCCCN1C(C=CC2=CC=CC=C12)=O (1-(4-bromobutyl)-2(1H)-quinolinone), C([O-])([O-])=O.[K+].[K+] (potassium carbonate). Run in CN(C=O)C (dimethylformamide). Conditions: time 12 hour. The product is S1N=C(C2=C1C=CC=C2)N2CCN(CC2)CCCCN2C(C=CC1=CC=CC=C21)=O (1-[4-[4-(1,2-benzisothiazol-3-yl)-1-piperazinyl]butyl]-2(1H)-quinolinone). The yield is 81.2%. RXN SMILES: [N:1]1([C:7]2[C:11]3[CH:12]=[CH:13][CH:14]=[CH:15][C:10]=3[S:9][N:8]=2)[CH2:6][CH2:5][NH:4][CH2:3][CH2:2]1.Br[CH2:17][CH2:18][CH2:19][CH2:20][N:21]1[C:30]2[C:25](=[CH:26][CH:27]=[CH:28][CH:29]=2)[CH:24]=[CH:23][C:22]1=[O:31].C(=O)([O-])[O-].[K+].[K+]>CN(C)C=O>[S:9]1[C:10]2[CH:15]=[CH:14][CH:13]=[CH:12][C:11]=2[C:7]([N:1]2[CH2:6][CH2:5][N:4]([CH2:17][CH2:18][CH2:19][CH2:20][N:21]3[C:30]4[C:25](=[CH:26][CH:27]=[CH:28][CH:29]=4)[CH:24]=[CH:23][C:22]3=[O:31])[CH2:3][CH2:2]2)=[N:8]1 |f:2.3.4|. Procedure details: 3-(1-piperazinyl)-1,2-benzisothiazole (0.44 g, 2.0 mmoles), 1-(4-bromobutyl)-2(1H)-quinolinone (0.56 g, 2.0 mmoles) and potassium carbonate (0.33 g, 2.4 mmoles) were suspended in 4 ml of dimethylformamide, and the mixture was stirred at room temperature for 12 hours. Insolubles were removed by filtration, and the solvent was removed under reduced pressure. The residue was purified by chromatography on a silica gel column to give 0.68 g (yield 80%) of the title compound as an oil. The reactants are [OH-].[Na+] (sodium hydroxide), COC1=CC=C(C=C1)P(C1=CC=C(C=C1)OC)=O (bis(4-methoxyphenyl)phosphine-oxide), Cl[SiH](Cl)Cl (trichlorosilane), [PH3]=O (phosphine oxide), [OH-].[Na+] (sodium hydroxide). Run in C1(=CC=CC=C1)C (toluene). Yields the product COC1=CC=C(C=C1)PC1=CC=C(C=C1)OC (bis-(4-methoxyphenyl)phosphine). The yield is 56.8%. RXN SMILES: [CH3:1][O:2][C:3]1[CH:8]=[CH:7][C:6]([PH:9](=O)[C:10]2[CH:15]=[CH:14][C:13]([O:16][CH3:17])=[CH:12][CH:11]=2)=[CH:5][CH:4]=1.Cl[SiH](Cl)Cl.[PH3]=O.[OH-].[Na+]>C1(C)C=CC=CC=1>[CH3:17][O:16][C:13]1[CH:12]=[CH:11][C:10]([PH:9][C:6]2[CH:7]=[CH:8][C:3]([O:2][CH3:1])=[CH:4][CH:5]=2)=[CH:15][CH:14]=1 |f:3.4|. Procedure: A solution-suspension of 1.4 g (5.34 mmol) of bis(4-methoxyphenyl)phosphine-oxide in 18 mL of toluene was treated under argon with 3.35 g (2.5 mL, 25 mmol) of trichlorosilane in one portion. This resulted in moderate heat and gas evolution and led to complete solution of the phosphine oxide. The mixture was heated at 90° for 5 h, whereupon the clear colorless solution was cooled to 0°. With vigorous stirring, 8.0 mL of 2 N aqueous sodium hydroxide solution (16 mmol) was added slowly while coolin... RXN SMILES: NC(C1C=CC2C(=CC=C(O[C@H]3CC[C@H](C(F)(F)F)CC3)C=2)C=1)(C)CCC(O)=O.C(O)(C(F)(F)F)=O.[N+:37]([C:40]([C:47]1[CH:56]=[CH:55][C:54]2[C:49](=[CH:50][CH:51]=[C:52]([O:61][C@H:62]3[CH2:67][CH2:66][C@H:65]([C:68]([F:71])([F:70])[F:69])[CH2:64][CH2:63]3)[C:53]=2[C:57]([F:60])([F:59])[F:58])[CH:48]=1)([CH3:46])[CH2:41][CH2:42][C:43]([OH:45])=[O:44])([O-])=O>>[NH2:37][C:40]([C:47]1[CH:56]=[CH:55][C:54]2[C:49](=[CH:50][CH:51]=[C:52]([O:61][C@H:62]3[CH2:63][CH2:64][C@H:65]([C:68]([F:69])([F:70])[F:71])[CH2:66][CH2:67]3)[C:53]=2[C:57]([F:59])([F:60])[F:58])[CH:48]=1)([CH3:46])[CH2:41][CH2:42][C:43]([OH:45])=[O:44]. Product: NC(CCC(=O)O)(C)C1=CC2=CC=C(C(=C2C=C1)C(F)(F)F)O[C@@H]1CC[C@H](CC1)C(F)(F)F (4-Amino-4-[5-trifluoromethyl-6-(trans-4-trifluoromethyl-cyclohexyloxy)-naphthalen-2-yl]-pentanoic acid). Isolated yield 56.0%. Reported procedure: 4-Amino-4-[5-trifluoromethyl-6-(trans-4-trifluoromethyl-cyclohexyloxy)-naphthalen-2-yl]-pentanoic acid was synthesized as per 4-amino-4-[6-(trans-4-trifluoromethyl-cyclohexyloxy)-naphthalen-2-yl]-pentanoic acid (Example 282) in 56% yield (as TFA salt), using 4-nitro-4-[5-trifluoromethyl-6-(trans-4-trifluoromethyl-cyclohexyloxy)-naphthalen-2-yl]-pentanoic acid as starting material. MS: m/z=500.20 [M+Na]+. 1H NMR (400 MHz, DMSO-d6) δ ppm: 12.23 (br. s., 1H), 8.53 (br. s., 3H), 8.22 (d, J=9.3 Hz, 1... Starting materials: NC(CCC(=O)O)(C)C1=CC2=CC=C(C=C2C=C1)O[C@@H]1CC[C@H](CC1)C(F)(F)F (4-Amino-4-[6-(trans-4-trifluoromethyl-cyclohexyloxy)-naphthalen-2-yl]-pentanoic acid), C(=O)(C(F)(F)F)O (TFA), [N+](=O)([O-])C(CCC(=O)O)(C)C1=CC2=CC=C(C(=C2C=C1)C(F)(F)F)O[C@@H]1CC[C@H](CC1)C(F)(F)F (4-nitro-4-[5-trifluoromethyl-6-(trans-4-trifluoromethyl-cyclohexyloxy)-naphthalen-2-yl]-pentanoic acid). Reactants: C(C)(C)(C)C=1N=C(C2=C(N1)N(N=N2)CC2=NN=NN2C)N2C[C@@H](CC2)O ((R)-1-(5-tert-butyl-3-((1-methyl-1H-tetrazol-5-yl)methyl)-3H-[1,2,3]triazolo[4,5-d]pyrimidin-7-yl)pyrrolidin-3-ol), C(C1=CC=CC=C1)N1N=NC2=C1N=C(N=C2N2CC(CC2)O)C(C)(C)C (1-(3-Benzyl-5-tert-butyl-3H-[1,2,3]triazolo[4,5-d]pyrimidin-7-yl)-pyrrolidin-3-ol), ClCC1=NN=NN1C (5-(chloromethyl)-1-methyl-1H-tetrazole). Yields the product C(C)(C)(C)C=1N=C(C=2C(N1)=NN(N2)CC2=NN=NN2C)N2CC(CC2)O (1-[5-tert-Butyl-2-(1-methyl-1H-tetrazol-5-ylmethyl)-2H-[1,2,3]triazolo[4,5-d]pyrimidin-7-yl]-pyrrolidin-3-ol). RXN SMILES: [C:1]([C:5]1[N:6]=[C:7]([N:21]2[CH2:25][CH2:24][C@@H:23]([OH:26])[CH2:22]2)[C:8]2[N:13]=[N:12][N:11](CC3N(C)N=NN=3)[C:9]=2[N:10]=1)([CH3:4])([CH3:3])[CH3:2].C([N:34]1[C:38]2[N:39]=[C:40](C(C)(C)C)N=C(N3CCC(O)C3)[C:37]=2[N:36]=[N:35]1)C1C=CC=CC=1.ClCC1N(C)N=NN=1>>[C:1]([C:5]1[N:6]=[C:7]([N:21]2[CH2:25][CH2:24][CH:23]([OH:26])[CH2:22]2)[C:8]2[C:9](=[N:11][N:12]([CH2:37][C:38]3[N:39]([CH3:40])[N:36]=[N:35][N:34]=3)[N:13]=2)[N:10]=1)([CH3:4])([CH3:2])[CH3:3]. Procedure: In analogy to the procedure described for the synthesis of (R)-1-(5-tert-butyl-3-((1-methyl-1H-tetrazol-5-yl)methyl)-3H-[1,2,3]triazolo[4,5-d]pyrimidin-7-yl)pyrrolidin-3-ol (example 113, b) 1-(3-Benzyl-5-tert-butyl-3H-[1,2,3]triazolo[4,5-d]pyrimidin-7-yl)-pyrrolidin-3-ol was hydrogenated and subsequently reacted with 5-(chloromethyl)-1-methyl-1H-tetrazole and isolated as light yellow oil. MS (m/e): 359.3 (MH+). Reactants: O=C([O-])[O-], CO, CCOC(C)=O, [K+], [K+], COCC(C)(CO)NC(=O)C(Oc1cc(C)c2ncc(C#C[Si](C)(C)C)cc2c1)SC. The product is C#Cc1cnc2c(C)cc(OC(SC)C(=O)NC(C)(CO)COC)cc2c1. Reaction SMILES: [C:32](=[O:33])([O-:34])[O-:35].[CH3:38][OH:39].[CH3:40][CH2:41][O:42][C:43](=[O:44])[CH3:45].[K+:36].[K+:37].[OH:1][CH2:2][C:3]([CH3:4])([CH2:5][O:6][CH3:7])[NH:8][C:9]([CH:10]([O:11][c:12]1[cH:13][c:14]2[cH:15][c:16]([C:23]#[C:24][Si:25]([CH3:26])([CH3:27])[CH3:28])[cH:17][n:18][c:19]2[c:20]([CH3:22])[cH:21]1)[S:29][CH3:30])=[O:31]>>[OH:1][CH2:2][C:3]([CH3:4])([CH2:5][O:6][CH3:7])[NH:8][C:9]([CH:10]([O:11][c:12]1[cH:13][c:14]2[cH:15][c:16]([C:23]#[CH:24])[cH:17][n:18][c:19]2[c:20]([CH3:22])[cH:21]1)[S:29][CH3:30])=[O:31]. Starting materials: 1,1-carbonyldiimidazole, C[Si](C#CCCCC(=O)O)(C)C (6-trimethylsilyl-5-hexynoic acid), C(C)O (ethanol), N1=CC=CC=C1 (pyridine). Run in O1CCCC1 (tetrahydrofuran), O1CCCC1 (tetrahydrofuran). Run at time 1 hour. Product: C[Si](C#CCCCC(=O)OCC)(C)C (Ethyl 6-trimethylsilylhex-5-ynoate). As a reaction SMILES: [CH3:1][Si:2]([CH3:12])([CH3:11])[C:3]#[C:4][CH2:5][CH2:6][CH2:7][C:8]([OH:10])=[O:9].[CH2:13](O)[CH3:14].N1C=CC=CC=1>O1CCCC1>[CH3:12][Si:2]([CH3:1])([CH3:11])[C:3]#[C:4][CH2:5][CH2:6][CH2:7][C:8]([O:10][CH2:13][CH3:14])=[O:9]. Reported procedure: To a solution of 5.3 gm of 1,1-carbonyldiimidazole in 80 ml of dry tetrahydrofuran under argon, was added a solution of 5.03 gm of 6-trimethylsilyl-5-hexynoic acid in 15 ml of dry tetrahydrofuran. The mixture was stirred for 1 hour. Absolute ethanol (80 ml) and pyridine (1 ml) were then added, and the resulting mixture was stirred at room temperature for 48 hours. The solvent was evaporated and the residual oil was extracted with ether and 1.5% hydrochloric acid. The ethereal layer, which was wa...